This data is from the Open Reaction Database (ORD), a public repository of structured organic reaction records. The task is: describe an organic reaction: reactants, conditions, products, and yield The reactants are BrC=1C=NC=2CCN(CC2C1)C(=O)C1=CC(=NC=N1)N1CCC(CC1)N1C(NC2=C(CC1)C=C(C=C2)OC)=O (3-{1-[6-(3-bromo-7,8-dihydro-5H-1,6-naphthyridin-6-carbonyl)-pyrimidin-4-yl]-piperidin-4-yl}-7-methoxy-1,3,4,5-tetrahydro-1,3-benzodiazepin-2-one), [H][H] (hydrogen). Reagents/catalysts: [Pd] (palladium on charcoal). Run in CO (methanol). Product: N1=CC=CC=2CN(CCC12)C(=O)C1=CC(=NC=N1)N1CCC(CC1)N1C(NC2=C(CC1)C=C(C=C2)OC)=O (3-{1-[6-(7,8-dihydro-5H-1,6-naphthyridin-6-carbonyl)-pyrimidin-4-yl]-piperidin-4-yl}-7-methoxy-1,3,4,5-tetrahydro-1,3-benzodiazepin-2-one). Reaction SMILES: Br[C:2]1[CH:3]=[N:4][C:5]2[CH2:6][CH2:7][N:8]([C:12]([C:14]3[N:19]=[CH:18][N:17]=[C:16]([N:20]4[CH2:25][CH2:24][CH:23]([N:26]5[CH2:32][CH2:31][C:30]6[CH:33]=[C:34]([O:37][CH3:38])[CH:35]=[CH:36][C:29]=6[NH:28][C:27]5=[O:39])[CH2:22][CH2:21]4)[CH:15]=3)=[O:13])[CH2:9][C:10]=2[CH:11]=1.[H][H]>[Pd].CO>[N:4]1[C:5]2[CH2:6][CH2:7][N:8]([C:12]([C:14]3[N:19]=[CH:18][N:17]=[C:16]([N:20]4[CH2:25][CH2:24][CH:23]([N:26]5[CH2:32][CH2:31][C:30]6[CH:33]=[C:34]([O:37][CH3:38])[CH:35]=[CH:36][C:29]=6[NH:28][C:27]5=[O:39])[CH2:22][CH2:21]4)[CH:15]=3)=[O:13])[CH2:9][C:10]=2[CH:11]=[CH:2][CH:3]=1. Reported procedure: Under a hydrogen atmosphere 77 mg (0.12 mmol) 3-{1-[6-(3-bromo-7,8-dihydro-5H-1,6-naphthyridin-6-carbonyl)-pyrimidin-4-yl]-piperidin-4-yl}-7-methoxy-1,3,4,5-tetrahydro-1,3-benzodiazepin-2-one and 40 mg palladium on charcoal (10%) were hydrogenated in 10 mL methanol at 50° C. under 50 psi hydrogen pressure. Then the catalyst was removed by suction filtering and the filtrate was evaporated down i. vac. The residue was purified by preparative HPLC. The product fractions were combined and lyophilise... The reactants are C(C1=CC=CC=C1)(=O)OOC(C1=CC=CC=C1)=O (benzoyl peroxide), C1=CC=CC=C1 (benzene), ClC=1C=CC(=C(C1)C=1C=CC(=NC1)C(=O)OC)C (methyl 5-(5-chloro-2-methylphenyl)picolinate), C1CC(=O)N(C1=O)Br (NBS). Solvent: CCOC(=O)C (EtOAc). The product is BrCC1=C(C=C(C=C1)Cl)C=1C=CC(=NC1)C(=O)OC (methyl 5-(2-(bromomethyl)-5-chlorophenyl)picolinate). Reaction SMILES: C(OOC(=O)C1C=CC=CC=1)(=O)C1C=CC=CC=1.C1C=CC=CC=1.[Cl:25][C:26]1[CH:27]=[CH:28][C:29]([CH3:42])=[C:30]([C:32]2[CH:33]=[CH:34][C:35]([C:38]([O:40][CH3:41])=[O:39])=[N:36][CH:37]=2)[CH:31]=1.C1C(=O)N([Br:50])C(=O)C1>CCOC(C)=O>[Br:50][CH2:42][C:29]1[CH:28]=[CH:27][C:26]([Cl:25])=[CH:31][C:30]=1[C:32]1[CH:33]=[CH:34][C:35]([C:38]([O:40][CH3:41])=[O:39])=[N:36][CH:37]=1. Procedure: Solid benzoyl peroxide (496 mg, 2.0 mmol) was added to a benzene solution (50 mL) of methyl 5-(5-chloro-2-methylphenyl)picolinate (3.6 g, 13.6 mmol) and NBS (2.7 g, 15.0 mmol) and the resulting mixture was refluxed. After 16 h the resulting mixture was cooled, diluted with EtOAc, washed with water and brine, dried (Na2SO4), and dry packed onto silica gel. Column chromatography yielded the title compound. Starting materials: C1OC=2C=C(CCN)C=CC2OC1 (3,4-ethylenedioxyphenethylamine), ClC=1C2=C(N=C(N1)C1=CC=NC=C1)SC(=C2)Cl (4-chloro-2-(pyridin-4-yl)-6-chloro-thieno-[2,3-d]-pyrimidine). Yields the product N1=CC=C(C=C1)C=1N=C(C2=C(N1)SC(=C2)Cl)NCCC2=CC1=C(C=C2)OCCO1 (2-(pyridin-4-yl)-4-(3,4-ethylenedioxyphenethylamino)-6-chloro-thieno-[2,3-d]-pyrimidine). As a reaction SMILES: [CH2:1]1[CH2:13][O:12][C:11]2[CH:10]=[CH:9][C:5]([CH2:6][CH2:7][NH2:8])=[CH:4][C:3]=2[O:2]1.Cl[C:15]1[C:16]2[CH:29]=[C:28]([Cl:30])[S:27][C:17]=2[N:18]=[C:19]([C:21]2[CH:26]=[CH:25][N:24]=[CH:23][CH:22]=2)[N:20]=1>>[N:24]1[CH:23]=[CH:22][C:21]([C:19]2[N:20]=[C:15]([NH:8][CH2:7][CH2:6][C:5]3[CH:9]=[CH:10][C:11]4[O:12][CH2:13][CH2:1][O:2][C:3]=4[CH:4]=3)[C:16]3[CH:29]=[C:28]([Cl:30])[S:27][C:17]=3[N:18]=2)=[CH:26][CH:25]=1. Procedure: With the procedure of Example 1, the reaction of 3,4-ethylenedioxyphenethylamine with 4-chloro-2-(pyridin-4-yl)-6-chloro-thieno-[2,3-d]-pyrimidine yields 2-(pyridin-4-yl)-4-(3,4-ethylenedioxyphenethylamino)-6-chloro-thieno-[2,3-d]-pyrimidine. Starting materials: COCCOC, CC(C)(C)OC(=O)N1CC=C(B2OC(C)(C)C(C)(C)O2)CC1, COc1cc(Cl)ccc1[N+](=O)[O-], [Na+], [Na+], O=C([O-])[O-], O, Cl[Pd]Cl, c1ccc(P(c2ccccc2)c2ccccc2)cc1, c1ccc(P(c2ccccc2)c2ccccc2)cc1. The product is COc1cc(C2=CCN(C(=O)OC(C)(C)C)CC2)ccc1[N+](=O)[O-]. RXN SMILES: [CH2:42]([CH2:43][O:44][CH3:45])[O:46][CH3:47].[CH3:1][C:2]1([CH3:3])[C:4]([CH3:5])([CH3:6])[O:7][B:8]([C:9]2=[CH:10][CH2:11][N:12]([C:15](=[O:16])[O:17][C:18]([CH3:19])([CH3:20])[CH3:21])[CH2:13][CH2:14]2)[O:22]1.[Cl:23][c:24]1[cH:25][c:26]([O:33][CH3:34])[c:27]([N+:30](=[O:31])[O-:32])[cH:28][cH:29]1.[Na+:35].[Na+:36].[O-:37][C:38](=[O:39])[O-:40].[OH2:41].[Pd:48]([Cl:49])[Cl:50].[c:51]1([P:52]([c:53]2[cH:54][cH:55][cH:56][cH:57][cH:58]2)[c:59]2[cH:60][cH:61][cH:62][cH:63][cH:64]2)[cH:65][cH:66][cH:67][cH:68][cH:69]1.[c:70]1([P:71]([c:72]2[cH:73][cH:74][cH:75][cH:76][cH:77]2)[c:78]2[cH:79][cH:80][cH:81][cH:82][cH:83]2)[cH:84][cH:85][cH:86][cH:87][cH:88]1>>[C:9]1([c:24]2[cH:25][c:26]([O:33][CH3:34])[c:27]([N+:30](=[O:31])[O-:32])[cH:28][cH:29]2)=[CH:10][CH2:11][N:12]([C:15](=[O:16])[O:17][C:18]([CH3:19])([CH3:20])[CH3:21])[CH2:13][CH2:14]1. Reactants: COC(=O)c1nnc(C(=O)N2CCCCC2)cc1CC(C)C, CCO, NN, O. The product is CC(C)Cc1cc(C(=O)N2CCCCC2)nnc1C(=O)NN. As a reaction SMILES: [CH3:1][O:2][C:3](=[O:4])[c:5]1[n:6][n:7][c:8]([C:15](=[O:16])[N:17]2[CH2:18][CH2:19][CH2:20][CH2:21][CH2:22]2)[cH:9][c:10]1[CH2:11][CH:12]([CH3:13])[CH3:14].[CH3:26][CH2:27][OH:28].[NH2:24][NH2:25].[OH2:23]>>[O:2]=[C:3]([c:5]1[n:6][n:7][c:8]([C:15](=[O:16])[N:17]2[CH2:18][CH2:19][CH2:20][CH2:21][CH2:22]2)[cH:9][c:10]1[CH2:11][CH:12]([CH3:13])[CH3:14])[NH:24][NH2:25].